Dataset: the Open Reaction Database (ORD), a public repository of structured organic reaction records. Task: describe an organic reaction: reactants, conditions, products, and yield Starting materials: C(C1=CC=CC=C1)OC1=C(C=C(OCCBr)C=C1)C (2-(4-benzyloxy-3-methylphenoxy)ethyl bromide), Cl.C(C)C1=CC=C(CC2(CCNCC2)O)C=C1 (4-(4-ethylbenzyl)-4-hydroxypiperidine hydrochloride), C([O-])([O-])=O.[K+].[K+] (potassium carbonate), solid. Product: Cl.OC1=C(C=C(OCCN2CCC(CC2)(CC2=CC=C(C=C2)C)O)C=C1)C (1-[2-(4-hydroxy-3-methylphenoxy)ethyl]-4-hydroxy-4-(4-methylbenzyl)piperidine hydrochloride). RXN SMILES: C([O:8][C:9]1[CH:18]=[CH:17][C:12]([O:13][CH2:14][CH2:15]Br)=[CH:11][C:10]=1[CH3:19])C1C=CC=CC=1.[ClH:20].[CH2:21]([C:23]1[CH:36]=[CH:35][C:26]([CH2:27][C:28]2([OH:34])[CH2:33][CH2:32][NH:31][CH2:30][CH2:29]2)=[CH:25][CH:24]=1)C.C(=O)([O-])[O-].[K+].[K+]>>[ClH:20].[OH:8][C:9]1[CH:18]=[CH:17][C:12]([O:13][CH2:14][CH2:15][N:31]2[CH2:32][CH2:33][C:28]([OH:34])([CH2:27][C:26]3[CH:35]=[CH:36][C:23]([CH3:21])=[CH:24][CH:25]=3)[CH2:29][CH2:30]2)=[CH:11][C:10]=1[CH3:19] |f:1.2,3.4.5,6.7|. Procedure details: The title compound was prepared from 2-(4-benzyloxy-3-methylphenoxy)ethyl bromide (385 mg, 1.2 mmol), 4-(4-ethylbenzyl)-4-hydroxypiperidine hydrochloride (290 g, 1.2 mmol) and potassium carbonate (414 mg, 3 mmol) in two steps as white solid (200 mg): mp 90-94° C. (dec.). 1H NMR (CD3OD) 1.641 (m, 2 H), 1.859 (m, 2 H), 2.083 (5, 3 H), 2.224 (s, 3 H), 2.718 (s, 2 H), 3.260-3.423 (m, 6 H), 4.133 (m, 2 H), 6.585 (s, 2 H), 6.668 (s, 1 H), 7.035 (m, 4 H). The reactants are C/C(=C/C(=O)C)/[O-].C/C(=C/C(=O)C)/[O-].[Ni+2] (nickel acetylacetonate), [O-]CC.C(C)[Al+]CC (diethyl aluminum ethoxide). The solvent is CCCCCC (n-hexane), C1=CCCC=CCC1 (1,5-cyclooctadiene), CCCCCC (n-hexane). Product: [Ni].C1=CC=CCCCC1.C1=CC=CCCCC1 (bis-cyclooctadiene nickel). Reaction SMILES: [CH3:1]/[C:2](/[O-])=[CH:3]/[C:4]([CH3:6])=O.[CH3:8]/[C:9](/[O-])=[CH:10]/[C:11]([CH3:13])=O.[Ni+2:15].[O-]CC.C([Al+]CC)C>CCCCCC.C1CCC=CCCC=1>[Ni:15].[CH:6]1[CH2:10][CH2:9][CH2:8][CH2:1][CH:2]=[CH:3][CH:4]=1.[CH:13]1[CH2:3][CH2:2][CH2:1][CH2:8][CH:9]=[CH:10][CH:11]=1 |f:0.1.2,3.4,7.8.9|. Procedure details: 20 m moles of nickel acetylacetonate was suspended in 20 ml of n-hexane and 20 ml of 1,5-cyclooctadiene, and an n-hexane solution containing 100 m moles of diethyl aluminum ethoxide [(C2H5)2AlOC2H5 ] was added dropwise thereto at a temperature of -5° to -10° C. The resulting yellow colored crystals were filtered out and then recrystallized from benzene. Thus, bis-cyclooctadiene nickel was obtained. Starting materials: ClC(=CC(C)NC(=O)C1=NN(C2=CC=CC=C12)CC1=C(C=CC=C1)F)Cl (1,1-dichloro-3-[1-(2-fluorobenzyl)indazole-3-carboxamido]-but-1-ene), [OH-].[Na+] (NaOH), CN1C(CCC1)=O (N-methylpyrrolidone). The product is FC1=C(CN2N=C(C3=CC=CC=C23)C=2OC(=C(N2)CC)CO)C=CC=C1 (2-[1-(2-fluorobenzyl)indazol-3-yl]-5-hydroxymethyl-4-ethyl-oxazole). Isolated yield 60.0%. RXN SMILES: Cl[C:2](Cl)=[CH:3][CH:4]([NH:6][C:7]([C:9]1[C:17]2[C:12](=[CH:13][CH:14]=[CH:15][CH:16]=2)[N:11]([CH2:18][C:19]2[CH:24]=[CH:23][CH:22]=[CH:21][C:20]=2[F:25])[N:10]=1)=[O:8])[CH3:5].[OH-].[Na+].CN1CCC[C:31]1=[O:35]>>[F:25][C:20]1[CH:21]=[CH:22][CH:23]=[CH:24][C:19]=1[CH2:18][N:11]1[C:12]2[C:17](=[CH:16][CH:15]=[CH:14][CH:13]=2)[C:9]([C:7]2[O:8][C:5]([CH2:31][OH:35])=[C:4]([CH2:3][CH3:2])[N:6]=2)=[N:10]1 |f:1.2|. Reported procedure: 730 mg of 1,1-dichloro-3-[1-(2-fluorobenzyl)indazole-3-carboxamido]-but-1-ene (1.86 mmol) and 3.75 ml of NaOH, 1N (3.75 mmol) were stirred in 7.4 ml of N-methylpyrrolidone at 50° C. under argon overnight. After cooling, the mixture was poured onto ice-water and the product which had precipitated out was filtered off and dried. Finally, it was purified by column chromatography (SiO2, cyclohexane:ethyl acetate 2:1). 375 mg (60%) of 2-[1-(2-fluorobenzyl)indazol-3-yl]-5-hydroxymethyl-4-ethyl-oxazole... Reactants: FC1=CC=C(C=C1)N1N=CC2=CC(=CC=C12)O[C@@H]([C@H](C)N)C1=CC(=CC=C1)OC ((1R,2S)-1-{[1-(4-fluorophenyl)-1H-indazol-5-yl]oxy}-1-(3-methoxyphenyl)propan-2-amine), CN1N=NC(=C1)C(=O)O (1-methyl-1H-1,2,3-triazole-4-carboxylic acid). The product is FC1=CC=C(C=C1)N1N=CC2=CC(=CC=C12)O[C@@H]([C@H](C)NC(=O)C=1N=NN(C1)C)C1=CC(=CC=C1)OC (N-[(1R,2S)-1-[1-(4-fluorophenyl)indazol-5-yl]oxy-1-(3-methoxyphenyl)propan-2yl]-1-methyl-triazole-4-carboxamide). RXN SMILES: [F:1][C:2]1[CH:7]=[CH:6][C:5]([N:8]2[C:16]3[C:11](=[CH:12][C:13]([O:17][C@H:18]([C:22]4[CH:27]=[CH:26][CH:25]=[C:24]([O:28][CH3:29])[CH:23]=4)[C@@H:19]([NH2:21])[CH3:20])=[CH:14][CH:15]=3)[CH:10]=[N:9]2)=[CH:4][CH:3]=1.[CH3:30][N:31]1[CH:35]=[C:34]([C:36](O)=[O:37])[N:33]=[N:32]1>>[F:1][C:2]1[CH:3]=[CH:4][C:5]([N:8]2[C:16]3[C:11](=[CH:12][C:13]([O:17][C@H:18]([C:22]4[CH:27]=[CH:26][CH:25]=[C:24]([O:28][CH3:29])[CH:23]=4)[C@@H:19]([NH:21][C:36]([C:34]4[N:33]=[N:32][N:31]([CH3:30])[CH:35]=4)=[O:37])[CH3:20])=[CH:14][CH:15]=3)[CH:10]=[N:9]2)=[CH:6][CH:7]=1. Procedure details: Prepared as described in Example 269 from (1R,2S)-1-(1-(4-fluorophenyl)-1H-indazol-5-yloxy)-1-(3-methoxyphenyl)propan-2-amine (6a, 50 mg, 0.13 mmol) and 1-methyl-1H-1,2,3-triazole-4-carboxylic acid (19 mg, 0.15 mmol). The reactants are Cl.COC([C@@H](N)CC1=CC=CC=C1)=O (L-phenylalanine methyl ester hydrochloride), BrC1=C(C(=O)O)C=C(C=C1)OC (2-bromo-5-methoxybenzoic acid). Product: N[C@@H](CC1=CC=CC=C1)C(=O)O (L-phenylalanine). Reaction SMILES: Cl.C[O:3][C:4](=[O:14])[C@H:5]([CH2:7][C:8]1[CH:13]=[CH:12][CH:11]=[CH:10][CH:9]=1)[NH2:6].BrC1C=CC(OC)=CC=1C(O)=O>>[NH2:6][C@H:5]([C:4]([OH:14])=[O:3])[CH2:7][C:8]1[CH:13]=[CH:12][CH:11]=[CH:10][CH:9]=1 |f:0.1|. Procedure details: N-(2-Bromo-5-methoxybenzoyl)-4-[(2,4-dimethyl-3-pyridinyl)carbonyl]amino]-L-phenylalanine was prepared from 4-[(2,4-dimethyl-3-pyridyl)carbonyl]amino]-L-phenylalanine methyl ester hydrochloride and 2-bromo-5-methoxybenzoic acid using the general method described in example 107. MS (M+H) 526 (1 Br). Reactants: glass, N (ammonia), N=1N=CN2N=C(C=CC21)C=2C=C(C=NC2F)C2=CC=C(C=C2)N2C(OC([C@@H]2C2=CC=CC=C2)(C)C)=O ((S)-3-(4-(5-([1,2,4]triazolo[4,3-b]pyridazin-6-yl)-6-fluoropyridin-3-yl)phenyl)-5,5-dimethyl-4-phenyloxazolidin-2-one). Solvent: CS(=O)C (DMSO). Reaction conditions: temperature 120 celsius. Product: N=1N=CN2N=C(C=CC21)C=2C=C(C=NC2N)C2=CC=C(C=C2)N2C(OC([C@@H]2C2=CC=CC=C2)(C)C)=O ((S)-3-(4-(5-([1,2,4]Triazolo[4,3-b]pyridazin-6-yl)-6-aminopyridin-3-yl)phenyl)-5,5-dimethyl-4-phenyloxazolidin-2-one). RXN SMILES: [NH3:1].[N:2]1[N:3]=[CH:4][N:5]2[C:10]=1[CH:9]=[CH:8][C:7]([C:11]1[CH:12]=[C:13]([C:18]3[CH:23]=[CH:22][C:21]([N:24]4[C@@H:28]([C:29]5[CH:34]=[CH:33][CH:32]=[CH:31][CH:30]=5)[C:27]([CH3:36])([CH3:35])[O:26][C:25]4=[O:37])=[CH:20][CH:19]=3)[CH:14]=[N:15][C:16]=1F)=[N:6]2>CS(C)=O>[N:2]1[N:3]=[CH:4][N:5]2[C:10]=1[CH:9]=[CH:8][C:7]([C:11]1[CH:12]=[C:13]([C:18]3[CH:23]=[CH:22][C:21]([N:24]4[C@@H:28]([C:29]5[CH:34]=[CH:33][CH:32]=[CH:31][CH:30]=5)[C:27]([CH3:36])([CH3:35])[O:26][C:25]4=[O:37])=[CH:20][CH:19]=3)[CH:14]=[N:15][C:16]=1[NH2:1])=[N:6]2. Procedure: A 2-mL glass microwave reaction vessel was charged with ammonia (2 M solution in 2-propanol) (63.2 μL, 2.91 mmol) (commercially available from Sigma-Aldrich, Milwaukee, Wis.) and (S)-3-(4-(5-([1,2,4]triazolo[4,3-b]pyridazin-6-yl)-6-fluoropyridin-3-yl)phenyl)-5,5-dimethyl-4-phenyloxazolidin-2-one (14 mg, 0.029 mmol) in DMSO (291 μL). The reaction mixture was stirred and heated at 120° C. overnight. LC-MS indicated clean and complete conversion to desired product. After cooling to room temperature... Reactants: Nn1c(=O)c(=O)[nH]c2ccccc21, Cc1ccccc1N=C=O, c1ccncc1. The product is Cc1ccccc1NC(=O)Nn1c(=O)c(=O)[nH]c2ccccc21. RXN SMILES: [NH2:1][n:2]1[c:3](=[O:13])[c:4](=[O:12])[nH:5][c:6]2[cH:7][cH:8][cH:9][cH:10][c:11]12.[c:14]1([CH3:23])[c:15]([N:20]=[C:21]=[O:22])[cH:16][cH:17][cH:18][cH:19]1.[cH:24]1[cH:25][cH:26][n:27][cH:28][cH:29]1>>[NH:1]([n:2]1[c:3](=[O:13])[c:4](=[O:12])[nH:5][c:6]2[cH:7][cH:8][cH:9][cH:10][c:11]12)[C:21]([NH:20][c:15]1[c:14]([CH3:23])[cH:19][cH:18][cH:17][cH:16]1)=[O:22].